The task is: describe an organic reaction: reactants, conditions, products, and yield. This data is from the Open Reaction Database (ORD), a public repository of structured organic reaction records. Yields the product CC(C)(C)c1csc(-c2cc3cc(Cn4cc(C#N)c5cc(CCl)ccc54)ccc3o2)n1. Reaction SMILES: [C:1]([CH3:2])([CH3:3])([CH3:4])[c:5]1[n:6][c:7](-[c:10]2[o:11][c:12]3[c:13]([cH:14]2)[cH:15][c:16]([CH2:19][n:20]2[cH:21][c:22]([C:31]#[N:32])[c:23]4[cH:24][c:25]([CH2:29][OH:30])[cH:26][cH:27][c:28]24)[cH:17][cH:18]3)[s:8][cH:9]1.[CH:37]([Cl:38])([Cl:39])[Cl:40].[S:33]([Cl:34])([Cl:35])=[O:36]>>[C:1]([CH3:2])([CH3:3])([CH3:4])[c:5]1[n:6][c:7](-[c:10]2[o:11][c:12]3[c:13]([cH:14]2)[cH:15][c:16]([CH2:19][n:20]2[cH:21][c:22]([C:31]#[N:32])[c:23]4[cH:24][c:25]([CH2:29][Cl:35])[cH:26][cH:27][c:28]24)[cH:17][cH:18]3)[s:8][cH:9]1. Starting materials: CC(C)(C)c1csc(-c2cc3cc(Cn4cc(C#N)c5cc(CO)ccc54)ccc3o2)n1, ClC(Cl)Cl, O=S(Cl)Cl. The reactants are C(C1=CC=CC=C1)N1C(C2=CC=CC=C2CC1)CN(C)C (2-benzyl-1-dimethylaminomethyl-1,2,3,4-tetrahydroisoquinoline). The reagents and catalysts are [Pd] (Pd on charcoal). The solvent is C(C)O (ethanol). Run at time 4 hour. Product: CN(C)CC1NCCC2=CC=CC=C12 (1-dimethylaminomethyl-1,2,3,4-tetrahydroiso-quinoline). Yield: 98.2%. RXN SMILES: C([N:8]1[CH2:17][CH2:16][C:15]2[C:10](=[CH:11][CH:12]=[CH:13][CH:14]=2)[CH:9]1[CH2:18][N:19]([CH3:21])[CH3:20])C1C=CC=CC=1>C(O)C.[Pd]>[CH3:21][N:19]([CH2:18][CH:9]1[C:10]2[C:15](=[CH:14][CH:13]=[CH:12][CH:11]=2)[CH2:16][CH2:17][NH:8]1)[CH3:20]. Procedure details: 10.5 g of 2-benzyl-1-dimethylaminomethyl-1,2,3,4-tetrahydroisoquinoline were dissolved in 250 ml of 95% ethanol, 1.8 g of 5% Pd on charcoal were added, and the mixture was hydrogenated at room pressure and temperature for 4 hours. After filtration, and evaporation i.v., 7 g of product were obtained, sufficiently pure for the subsequent step. Yields the product C(C1=CC=CC=C1)OC=1C=C(CC2NC(CCC3=C2C=CC=C3)=O)C=CC1[N+](=O)[O-] (1-(3-Benzyloxy-4-nitrobenzyl)-1,2,4,5-tetrahydrobenzo[c]azepin-3-one). Reaction SMILES: [CH2:1]([O:8][C:9]1[CH:10]=[C:11]([CH:25]=[CH:26][C:27]=1[N+:28]([O-:30])=[O:29])[CH2:12][CH:13]1[C:22]2[C:17](=[CH:18][CH:19]=[CH:20][CH:21]=2)[CH2:16][CH2:15][C:14]1=[N:23]O)[C:2]1[CH:7]=[CH:6][CH:5]=[CH:4][CH:3]=1.P(Cl)(Cl)(Cl)(Cl)Cl.[OH2:37]>C(Cl)(Cl)Cl>[CH2:1]([O:8][C:9]1[CH:10]=[C:11]([CH:25]=[CH:26][C:27]=1[N+:28]([O-:30])=[O:29])[CH2:12][CH:13]1[C:22]2[CH:21]=[CH:20][CH:19]=[CH:18][C:17]=2[CH2:16][CH2:15][C:14](=[O:37])[NH:23]1)[C:2]1[CH:7]=[CH:6][CH:5]=[CH:4][CH:3]=1. Reactants: P(Cl)(Cl)(Cl)(Cl)Cl (PCl5), C(C1=CC=CC=C1)OC=1C=C(CC2C(CCC3=CC=CC=C23)=NO)C=CC1[N+](=O)[O-] (1-(3-benzyloxy-4-nitrobenzyl)-3,4-dihydro-1H-naphthalen-2-one oxime), O (Water). Procedure details: A solution of 1-(3-benzyloxy-4-nitrobenzyl)-3,4-dihydro-1H-naphthalen-2-one oxime (600 mg, 1.49 mmol) in 10 mL CHCl3 is cooled to −50° C. PCl5 (310 mg, 1.49 mmol) is added portionwise over 10 minutes to maintain the temperature below −30° C. The suspension is stirred until it becomes a solution then is warmed to RT and stirred for 2 hours. Water is added and the solution is extracted with CH2Cl2. The organic layer is washed with water, 5% NaOH and brine then is dried over MgSO4. The solvent is r... Run in C(Cl)(Cl)Cl (CHCl3). Starting materials: C=C(C)C, Cc1ccc(-c2ccccc2C(=O)O)cc1, Cc1ccccc1. The product is Cc1ccc(-c2ccccc2C(=O)OC(C)(C)C)cc1. As a reaction SMILES: [CH2:17]=[C:18]([CH3:19])[CH3:20].[CH3:1][c:2]1[cH:3][cH:4][c:5](-[c:8]2[c:9]([C:14](=[O:15])[OH:16])[cH:10][cH:11][cH:12][cH:13]2)[cH:6][cH:7]1.[CH3:21][c:22]1[cH:23][cH:24][cH:25][cH:26][cH:27]1>>[CH3:1][c:2]1[cH:3][cH:4][c:5](-[c:8]2[c:9]([C:14](=[O:15])[O:16][C:18]([CH3:17])([CH3:19])[CH3:20])[cH:10][cH:11][cH:12][cH:13]2)[cH:6][cH:7]1.